This data is from the Open Reaction Database (ORD), a public repository of structured organic reaction records. The task is: describe an organic reaction: reactants, conditions, products, and yield Yields the product NC=1C=C(CNC(=O)C2(CC2)C(F)(F)F)C=CC1F (N-(3-Amino-4-fluorobenzyl)-1-(trifluoromethyl)cyclopropanecarboxamide). The reactants are FC1=C(C=C(CNC(=O)C2(CC2)C(F)(F)F)C=C1)[N+](=O)[O-] (N-(4-fluoro-3-nitrobenzyl)-1-(trifluoromethyl)-cyclopropanecarboxamide), [NH4+].[Cl-] (NH4Cl). The reagents and catalysts are [Fe] (Fe). RXN SMILES: [F:1][C:2]1[CH:18]=[CH:17][C:5]([CH2:6][NH:7][C:8]([C:10]2([C:13]([F:16])([F:15])[F:14])[CH2:12][CH2:11]2)=[O:9])=[CH:4][C:3]=1[N+:19]([O-])=O.[NH4+].[Cl-]>[Fe].CCO>[NH2:19][C:3]1[CH:4]=[C:5]([CH:17]=[CH:18][C:2]=1[F:1])[CH2:6][NH:7][C:8]([C:10]1([C:13]([F:14])([F:15])[F:16])[CH2:11][CH2:12]1)=[O:9] |f:1.2|. Procedure details: The sub-title compound was prepared in analogy to the procedure in Example 93, step (c) using N-(4-fluoro-3-nitrobenzyl)-1-(trifluoromethyl)-cyclopropanecarboxamide (3.77 g; 12.3 mmol), Fe (3.45 g; 61.6 mmol), NH4Cl (aq, sat, 30 mL) and EtOH (30 mL). The solvent is CCO (EtOH).